The task is: describe an organic reaction: reactants, conditions, products, and yield. This data is from the Open Reaction Database (ORD), a public repository of structured organic reaction records. The reactants are C(CO)O (ethylene glycol), BrC=1C=C2C=CC(=CC2=CC1)S (6-bromo-2-naphthyl hydrosulfide), IC1=C(C#N)C=CC=C1 (2-iodobenzonitrile), C([O-])([O-])=O.[K+].[K+] (potassium carbonate). The reagents and catalysts are [Cu]I (copper(I) iodide). The solvent is C(C)(C)O (isopropyl alcohol), O (water). Yields the product BrC=1C=C2C=CC(=CC2=CC1)SC1=C(C#N)C=CC=C1 (2-[(6-bromo-2-naphthyl)thio]benzonitrile). Reaction SMILES: [Br:1][C:2]1[CH:3]=[C:4]2[C:9](=[CH:10][CH:11]=1)[CH:8]=[C:7]([SH:12])[CH:6]=[CH:5]2.I[C:14]1[CH:21]=[CH:20][CH:19]=[CH:18][C:15]=1[C:16]#[N:17].C(=O)([O-])[O-].[K+].[K+].C(O)CO>[Cu]I.O.C(O)(C)C>[Br:1][C:2]1[CH:3]=[C:4]2[C:9](=[CH:10][CH:11]=1)[CH:8]=[C:7]([S:12][C:14]1[CH:21]=[CH:20][CH:19]=[CH:18][C:15]=1[C:16]#[N:17])[CH:6]=[CH:5]2 |f:2.3.4|. Reported procedure: A mixture of 6-bromo-2-naphthyl hydrosulfide (Step 2, 2.08 g, 8.7 mmol), 2-iodobenzonitrile (2 g, 8.56 mmol), copper(I) iodide (83 mg, 0.44 mmol) and potassium carbonate (2.4 g, 17.4 mmol) was degassed then isopropyl alcohol (10 mL) and ethylene glycol (0.97 mL, 17.4 mmol) added. The reaction was heated to 80° overnight. The cooled reaction mixture was poured into water and extracted with dichloromethane (x3). The combined organic layers were washed with ammonium chloride solution, water and bri... Starting materials: C(C)OC(CCCOC1=CC=C(C=C1)C(=O)N1[C@H](C[C@@H](C2=CC=CC=C12)C(N(CC)C1=CC=C(C=C1)Cl)=O)C)=O ((±)-trans-4-(4-{4-[(4-Chloro-phenyl)-ethyl-carbamoyl]-2-methyl-3,4-dihydro-2H-quinoline-1-carbonyl}-phenoxy)-butyric acid ethyl ester), [OH-].[Li+] (lithium hydroxide), C(C)O (Ethanol). Solvent: O1CCCC1 (tetrahydrofuran), O (water). Reaction conditions: time 8 hour. Product: ClC1=CC=C(C=C1)N(C(=O)[C@H]1C[C@@H](N(C2=CC=CC=C12)C(=O)C1=CC=C(OCCCC(=O)O)C=C1)C)CC ((±)-trans-4-(4-{4-[(4-chloro-phenyl)-ethyl-carbamoyl]-2-methyl-3,4-dihydro-2H-quinoline-1-carbonyl}-phenoxy)-butyric acid), ClC1=CC=C(C=C1)N(C(=O)[C@@H]1C[C@@H](N(C2=CC=CC=C12)C(=O)C1=CC=C(OCCCC(=O)O)C=C1)C)CC ((±)-cis-4-(4-{4-[(4-chloro-phenyl)-ethyl-carbamoyl]-2-methyl-3,4-dihydro-2H-quinoline-1-carbonyl}-phenoxy)-butyric acid). As a reaction SMILES: C([O:3][C:4](=[O:40])[CH2:5][CH2:6][CH2:7][O:8][C:9]1[CH:14]=[CH:13][C:12]([C:15]([N:17]2[C:26]3[C:21](=[CH:22][CH:23]=[CH:24][CH:25]=3)[C@@H:20]([C:27](=[O:38])[N:28]([C:31]3[CH:36]=[CH:35][C:34]([Cl:37])=[CH:33][CH:32]=3)[CH2:29][CH3:30])[CH2:19][C@@H:18]2[CH3:39])=[O:16])=[CH:11][CH:10]=1)C.[OH-].[Li+].C(O)C>O1CCCC1.O>[Cl:37][C:34]1[CH:35]=[CH:36][C:31]([N:28]([CH2:29][CH3:30])[C:27]([C@@H:20]2[C:21]3[C:26](=[CH:25][CH:24]=[CH:23][CH:22]=3)[N:17]([C:15]([C:12]3[CH:11]=[CH:10][C:9]([O:8][CH2:7][CH2:6][CH2:5][C:4]([OH:40])=[O:3])=[CH:14][CH:13]=3)=[O:16])[C@@H:18]([CH3:39])[CH2:19]2)=[O:38])=[CH:32][CH:33]=1.[Cl:37][C:34]1[CH:35]=[CH:36][C:31]([N:28]([CH2:29][CH3:30])[C:27]([C@H:20]2[C:21]3[C:26](=[CH:25][CH:24]=[CH:23][CH:22]=3)[N:17]([C:15]([C:12]3[CH:11]=[CH:10][C:9]([O:8][CH2:7][CH2:6][CH2:5][C:4]([OH:40])=[O:3])=[CH:14][CH:13]=3)=[O:16])[C@@H:18]([CH3:39])[CH2:19]2)=[O:38])=[CH:32][CH:33]=1 |f:1.2|. Reported procedure: (±)-trans-4-(4-{4-[(4-Chloro-phenyl)-ethyl-carbamoyl]-2-methyl-3,4-dihydro-2H-quinoline-1-carbonyl}-phenoxy)-butyric acid ethyl ester (520 mg, 0.923 mmol) was dissolved in tetrahydrofuran (15 mL). A solution of lithium hydroxide (77 mg, 1.8 mmol) in water (5 mL) was added. Ethanol was added until the reaction was homogeneous. The resulting solution was allowed to stir at room temperature overnight. The solution was concentrated to remove ethanol and tetrahydrofuran. The resulting aqueous mixture...